The task is: describe an organic reaction: reactants, conditions, products, and yield. This data is from the Open Reaction Database (ORD), a public repository of structured organic reaction records. Reactants: C(C1=CC=CC=C1)OC=1C(=C(C(=CC1)C(CC)=O)C1(CN(C1)C(=O)OCC1=CC=CC=C1)C(=O)[O-])C (1-Benzyl 3-[3-(benzyloxy)-2-methyl-6-propanoylphenyl]azetidine-1,3-dicarboxylate), [H-].[Na+] (sodium hydride), CN(C=O)C (dimethylformamide), Cl (hydrochloric acid), C(C)(=O)O (acetic acid). Run in CO (methanol). Reaction conditions: time 1 hour. The product is C(C1=CC=CC=C1)OC1=CC=C2C(C(=C(OC2=C1C)C1CN(C1)C(=O)OCC1=CC=CC=C1)C)=O (Benzyl 3-[7-(benzyloxy)-3,8-dimethyl-4-oxo-4H-chromen-2-yl]azetidine-1-carboxylate). Yield: 11.0%. Reaction SMILES: [CH2:1]([O:8][C:9]1[C:10]([CH3:36])=[C:11](C2(C([O-])=O)CN(C(OCC3C=CC=CC=3)=O)C2)[C:12]([C:15](=[O:18])[CH2:16][CH3:17])=[CH:13][CH:14]=1)[C:2]1[CH:7]=[CH:6][CH:5]=[CH:4][CH:3]=1.[H-].[Na+].[C:39]([OH:42])(=O)[CH3:40].Cl.[CH3:44][N:45]([CH3:48])[CH:46]=[O:47]>CO>[CH2:1]([O:8][C:9]1[C:10]([CH3:36])=[C:11]2[C:12]([C:15](=[O:18])[C:16]([CH3:17])=[C:1]([CH:2]3[CH2:48][N:45]([C:46]([O:42][CH2:39][C:40]4[CH:7]=[CH:6][CH:5]=[CH:4][CH:3]=4)=[O:47])[CH2:44]3)[O:8]2)=[CH:13][CH:14]=1)[C:2]1[CH:3]=[CH:4][CH:5]=[CH:6][CH:7]=1 |f:1.2|. Reported procedure: To a solution of 1-benzyl 3-[3-(benzyloxy)-2-methyl-6-propanoylphenyl]azetidine-1,3-dicarboxylate (2.77 g, 5.68 mmol) obtained in Example 1-1 in dimethylformamide (16 mL), 60% sodium hydride (568 mg, 14.2 mmol) was added in small portions under cooling with ice, and then the mixture was brought back to room temperature and stirred for 1 hour. The reaction solution was cooled with ice. Then, acetic acid (1.30 mL, 22.7 mmol) was added dropwise thereto, subsequently methanol (40 mL) and concentrate...